Dataset: the Open Reaction Database (ORD), a public repository of structured organic reaction records. Task: describe an organic reaction: reactants, conditions, products, and yield Reactants: C(=O)(C(F)(F)F)O (TFA), C1(=CC(=CC=C1)NC1=NC=C(C(=N1)N1CCC2(CCN(C2)C(=O)OC(C)(C)C)CC1)C#N)C1=CC=CC=C1 (tert-butyl 8-[2-(biphenyl-3-ylamino)-5-cyanopyrimidin-4-yl]-2,8-diazaspiro[4.5]decane-2-carboxylate). The solvent is C(Cl)Cl (CH2Cl2). Run at time 1 hour. Yields the product C1(=CC(=CC=C1)NC1=NC=C(C(=N1)N1CCC2(CCNC2)CC1)C#N)C1=CC=CC=C1 (2-(biphenyl-3-ylamino)-4-(2,8-diazaspiro[4.5]dec-8-yl)pyrimidine-5-carbonitrile). As a reaction SMILES: C(O)(C(F)(F)F)=O.[C:8]1([C:40]2[CH:45]=[CH:44][CH:43]=[CH:42][CH:41]=2)[CH:13]=[CH:12][CH:11]=[C:10]([NH:14][C:15]2[N:20]=[C:19]([N:21]3[CH2:37][CH2:36][C:24]4([CH2:28][N:27](C(OC(C)(C)C)=O)[CH2:26][CH2:25]4)[CH2:23][CH2:22]3)[C:18]([C:38]#[N:39])=[CH:17][N:16]=2)[CH:9]=1>C(Cl)Cl>[C:8]1([C:40]2[CH:45]=[CH:44][CH:43]=[CH:42][CH:41]=2)[CH:13]=[CH:12][CH:11]=[C:10]([NH:14][C:15]2[N:20]=[C:19]([N:21]3[CH2:22][CH2:23][C:24]4([CH2:28][NH:27][CH2:26][CH2:25]4)[CH2:36][CH2:37]3)[C:18]([C:38]#[N:39])=[CH:17][N:16]=2)[CH:9]=1. Procedure: TFA (1 mL) was added to a solution of the tert-butyl 8-[2-(biphenyl-3-ylamino)-5-cyanopyrimidin-4-yl]-2,8-diazaspiro[4.5]decane-2-carboxylate (24 mg, 0.047 mmol) in CH2Cl2 (1 mL) was added and stirred at room temperature for 1 hour. The reaction mixture was concentrated in vacuo to afford 2-(biphenyl-3-ylamino)-4-(2,8-diazaspiro[4.5]dec-8-yl)pyrimidine-5-carbonitrile as a white solid. MS ESI calcd. for C25H27N6 [M+H]+ 411, found 411. 1H NMR (400 MHz, DMSO) δ 10.25 (s, 1H), 9.08 (s, 1H), 8.72 (s,... The reactants are OS(=O)(=O)O (H2SO4), O[C@H](C[C@]1(OC2=C(C(=C(C(=C2CC1)C)OCC1=CC=CC=C1)C)C)C)C#CC (2(S)-[2(R)-hydroxy-3-pentynyl]-2,5,7,8-tetramethyl-6-benzyloxy-chroman), CCOCC (ether), CCOCC (ether), [H-].COCCO[Al+]OCCOC.[Na+].[H-] (sodium bis(2-methoxyethoxy)-aluminum hydride), 2(S)-[2(R)-hydroxy-3(E)-pentynyl]-2,5,7,8-tetramethyl-6-benzyloxychroman. Solvent: C(Cl)(Cl)Cl (CHCl3). Product: O[C@H](C[C@]1(OC2=C(C(=C(C(=C2CC1)C)OCC1=CC=CC=C1)C)C)C)\C=C\C (2(S)-[2(R)-hydroxy-3(E)-pentenyl]-2,5,7,8-tetramethyl-6-benzyloxychroman). Reaction SMILES: [OH:1][C@@H:2]([C:26]#[C:27][CH3:28])[CH2:3][C@:4]1([CH3:25])[CH2:13][CH2:12][C:11]2[C:6](=[C:7]([CH3:24])[C:8]([CH3:23])=[C:9]([O:15][CH2:16][C:17]3[CH:22]=[CH:21][CH:20]=[CH:19][CH:18]=3)[C:10]=2[CH3:14])[O:5]1.CCOCC.[H-].COCCO[Al+]OCCOC.[Na+].[H-].OS(O)(=O)=O>C(Cl)(Cl)Cl>[OH:1][C@@H:2](/[CH:26]=[CH:27]/[CH3:28])[CH2:3][C@:4]1([CH3:25])[CH2:13][CH2:12][C:11]2[C:6](=[C:7]([CH3:24])[C:8]([CH3:23])=[C:9]([O:15][CH2:16][C:17]3[CH:18]=[CH:19][CH:20]=[CH:21][CH:22]=3)[C:10]=2[CH3:14])[O:5]1 |f:2.3.4.5|. Procedure details: To a solution of 5.0 g. (13.32 mmol) of 2(S)-[2(R)-hydroxy-3-pentynyl]-2,5,7,8-tetramethyl-6-benzyloxy-chroman in 50 ml. of dry ether was carefully added 4.06 ml. of sodium bis(2-methoxyethoxy)-aluminum hydride (29 mg. - atm. of hydrogen) in 10 ml. of dry ether. The resulting solution was refluxed under argon for 17 hours. The solution was cooled in an ice bath and 10% by volumn aqueous H2SO4 solution (100 ml.) was carefully added. It was filtered, washed with ether and water. The aqueous phase ... Starting materials: BrCCOCCBr, CCOC(=O)Cc1c(Cl)cccc1I, [H-], [Na+], CN(C)C=O. The product is CCOC(=O)C(CCOCCBr)c1c(Cl)cccc1I. As a reaction SMILES: [Br:17][CH2:18][CH2:19][O:20][CH2:21][CH2:22][Br:23].[Cl:1][c:2]1[c:3]([CH2:9][C:10](=[O:11])[O:12][CH2:13][CH3:14])[c:4]([I:8])[cH:5][cH:6][cH:7]1.[H-:15].[Na+:16].[O:24]=[CH:25][N:26]([CH3:27])[CH3:28]>>[Cl:1][c:2]1[c:3]([CH:9]([C:10](=[O:11])[O:12][CH2:13][CH3:14])[CH2:22][CH2:21][O:20][CH2:19][CH2:18][Br:17])[c:4]([I:8])[cH:5][cH:6][cH:7]1. The reactants are COC1OC(CC2C1C(C=CC2=O)=O)C(=O)C (methyl (1-methoxy-5,8 dioxo-tetrahydrobenzo [2,3-C] pyran-3-yl) ketone), C(C)(=O)OC=CC=C (acetoxy butadiene). Run in C1=CC=CC=C1 (benzene). Reaction conditions: temperature 60 celsius. The product is OC1OC(CC2=C1C(C1=CC=CC=C1C2=O)=O)C(=O)C (Methyl (1-hydroxy-5,10-dioxo-3,4,5,10-tetrahydronaphtho [2,3-C] pyran-3-yl) ketone). The yield is 30.2%. Reaction SMILES: C[O:2][CH:3]1[CH:8]2[C:9](=[O:14])[CH:10]=[CH:11][C:12](=[O:13])[CH:7]2[CH2:6][CH:5]([C:15]([CH3:17])=[O:16])[O:4]1.C(O[CH:22]=[CH:23][CH:24]=[CH2:25])(=O)C>C1C=CC=CC=1>[OH:2][CH:3]1[C:8]2[C:9](=[O:14])[C:10]3[C:11]([C:12](=[O:13])[C:7]=2[CH2:6][CH:5]([C:15]([CH3:17])=[O:16])[O:4]1)=[CH:25][CH:24]=[CH:23][CH:22]=3. Procedure: A mixture of methyl (1-methoxy-5,8 dioxo-tetrahydrobenzo [2,3-C] pyran-3-yl) ketone (100 mg, 0.450 mmol) and acetoxy butadiene (80 μg, 0.675 mmol) in dry benzene (5 mL) was heated for 3 hours at 60° C. under argon atmosphere. The solvent was then removed in vacuo and the resultting adduct was dissolved in 10 mL of toluene and then aromatized on silica gel by flash chromatography (toluene:ethyl acetate; 90%:10% followed by 70%:30%). Evaporation of the solvents gave 37 mg (31% yield) of pure title... The reactants are [Cl-].[Mg+2].[Cl-] (Magnesium chloride), CO (methanol), 10, methyl ester, CC1([C@@H](N2[C@H](S1)[C@@H](C2=O)NC(=O)CC=3C=CC=CC3)C(=O)O)C (penicillin G). The reagents and catalysts are [Pt] (platinum). The solvent is C(C)(C)(C)O (tertbutyl alcohol). Reaction conditions: time 150 minute. Product: COC(=O)C(=C(C)C)N1[C@@H]2OC(=N[C@@H]2C1=O)CC1=CC=CC=C1 ((1S, 5R)-6-(1-methoxycarbonyl-2-methyl-1-propenyl)-3-benzyl-4-oxa-2,6-diazabicyclo-[3.2.0]hept-2-en-7-one). The yield is 87.0%. Reaction SMILES: [Cl-].[Mg+2].[Cl-].[CH3:4][C:5]1([CH3:26])S[C@@H:8]2[C@H:10]([NH:13][C:14]([CH2:16][C:17]3[CH:18]=[CH:19][CH:20]=[CH:21][CH:22]=3)=[O:15])[C:11](=[O:12])[N:7]2[C@H:6]1[C:23]([OH:25])=[O:24].[CH3:27]O>C(O)(C)(C)C.[Pt]>[CH3:27][O:25][C:23]([C:6]([N:7]1[C:11](=[O:12])[C@@H:10]2[C@H:8]1[O:15][C:14]([CH2:16][C:17]1[CH:18]=[CH:19][CH:20]=[CH:21][CH:22]=1)=[N:13]2)=[C:5]([CH3:26])[CH3:4])=[O:24] |f:0.1.2|. Procedure: Magnesium chloride (36 mg) was dissolved in a mixture of 2.5 ml of methanol and 0.5 ml of tertbutyl alcohol. To the solution was added 53 mg of methyl ester of penicillin G to prepare an electrolyte. With platinum electrodes (1 cm2) dipped into the electrolyte, electrolysis was continued for 150 minutes (about 6 F) at a temperature of less than 0° C. and 3 to 8 V by applying constant current of 10 mA. Thereafter, the reaction mixture was stirred for about 30 minutes and extracted with chloroform...